From a dataset of the Open Reaction Database (ORD), a public repository of structured organic reaction records. describe an organic reaction: reactants, conditions, products, and yield Starting materials: Br, CC(=O)O, CC#N, COc1cccc2c1CCC2N1CCCCC1, O. Yields the product Oc1cccc2c1CCC2N1CCCCC1. As a reaction SMILES: [BrH:1].[CH3:20][C:21](=[O:22])[OH:23].[CH3:24][C:25]#[N:26].[CH3:2][O:3][c:4]1[c:5]2[c:9]([cH:10][cH:11][cH:12]1)[CH:8]([N:13]1[CH2:14][CH2:15][CH2:16][CH2:17][CH2:18]1)[CH2:7][CH2:6]2.[OH2:19]>>[OH:3][c:4]1[c:5]2[c:9]([cH:10][cH:11][cH:12]1)[CH:8]([N:13]1[CH2:14][CH2:15][CH2:16][CH2:17][CH2:18]1)[CH2:7][CH2:6]2. Starting materials: C(O)([O-])=O.[Na+] (sodium hydrogen carbonate), C(C)(=O)[O-].[NH4+] (ammonium acetate), COCCCS(=O)(=O)C1=CC=C(C=C1)C(C(C=C)=O)CC1CCOCC1 (4-{4-[(3-methoxypropyl)sulfonyl]phenyl}-5-(tetrahydro-2H-pyran-4-yl)pent-1-en-3-one), N1=C(C=CC=C1)C=O (pyridine-2-carbaldehyde). Reagents/catalysts: [Cl-].C(C1=CC=CC=C1)[N+]1=CSC(=C1C)CCO (3-benzyl-5-(2-hydroxyethyl)-4-methyl-1,3-thiazol-3-ium chloride). The solvent is C(C)(=O)O (acetic acid), C(C)O (ethanol), C(C)N(CC)CC (triethylamine). Reaction conditions: temperature 110 celsius, time 1.5 hour. The product is COCCCS(=O)(=O)C1=CC=C(C=C1)C(CC1CCOCC1)C1=CC=C(N1)C1=NC=CC=C1 (2-{5-[1-{4-[(3-methoxypropyl)sulfonyl]phenyl}-2-(tetrahydro-2H-pyran-4-yl)ethyl]-1H-pyrrol-2-yl}pyridine). Isolated yield 72.0%. Reaction SMILES: [CH3:1][O:2][CH2:3][CH2:4][CH2:5][S:6]([C:9]1[CH:14]=[CH:13][C:12]([CH:15]([CH2:20][CH:21]2[CH2:26][CH2:25][O:24][CH2:23][CH2:22]2)[C:16](=O)[CH:17]=[CH2:18])=[CH:11][CH:10]=1)(=[O:8])=[O:7].[N:27]1[CH:32]=[CH:31][CH:30]=[CH:29][C:28]=1[CH:33]=O.C([O-])(=O)C.[NH4+:39].C(=O)([O-])O.[Na+]>C(O)C.[Cl-].C([N+]1C(C)=C(CCO)SC=1)C1C=CC=CC=1.C(O)(=O)C.C(N(CC)CC)C>[CH3:1][O:2][CH2:3][CH2:4][CH2:5][S:6]([C:9]1[CH:10]=[CH:11][C:12]([CH:15]([C:16]2[NH:39][C:33]([C:28]3[CH:29]=[CH:30][CH:31]=[CH:32][N:27]=3)=[CH:18][CH:17]=2)[CH2:20][CH:21]2[CH2:26][CH2:25][O:24][CH2:23][CH2:22]2)=[CH:13][CH:14]=1)(=[O:8])=[O:7] |f:2.3,4.5,7.8|. Procedure details: To a solution of 4-{4-[(3-methoxypropyl)sulfonyl]phenyl}-5-(tetrahydro-2H-pyran-4-yl)pent-1-en-3-one (0.450 g) in ethanol (20 mL) were added pyridine-2-carbaldehyde (0.135 mL), 3-benzyl-5-(2-hydroxyethyl)-4-methyl-1,3-thiazol-3-ium chloride (35 mg) and triethylamine (0.071 mL), and the mixture was heated under reflux for 1 hr. The reaction mixture was concentrated under reduced pressure, and the residue was purified by silica gel column chromatography (ethyl acetate:hexane=40:60-100:0, volume ra...